From a dataset of the Open Reaction Database (ORD), a public repository of structured organic reaction records. describe an organic reaction: reactants, conditions, products, and yield The reactants are CCOC(C)=O, N#Cc1ccc2c(c1)N(C1CCN(CCc3ccc(F)cc3)CC1)CC2, [Na+], [OH-], O, O=S(=O)(O)O. Yields the product NC(=O)c1ccc2c(c1)N(C1CCN(CCc3ccc(F)cc3)CC1)CC2. RXN SMILES: [CH3:29][CH2:30][O:31][C:32](=[O:33])[CH3:34].[F:1][c:2]1[cH:3][cH:4][c:5]([CH2:6][CH2:7][N:8]2[CH2:9][CH2:10][CH:11]([N:14]3[CH2:15][CH2:16][c:17]4[cH:18][cH:19][c:20]([C:23]#[N:24])[cH:21][c:22]43)[CH2:12][CH2:13]2)[cH:25][cH:26]1.[Na+:28].[OH-:27].[OH2:40].[S:35](=[O:36])(=[O:37])([OH:38])[OH:39]>>[F:1][c:2]1[cH:3][cH:4][c:5]([CH2:6][CH2:7][N:8]2[CH2:9][CH2:10][CH:11]([N:14]3[CH2:15][CH2:16][c:17]4[cH:18][cH:19][c:20]([C:23]([NH2:24])=[O:31])[cH:21][c:22]43)[CH2:12][CH2:13]2)[cH:25][cH:26]1.